From a dataset of the Open Reaction Database (ORD), a public repository of structured organic reaction records. describe an organic reaction: reactants, conditions, products, and yield Reactants: ClC1=NC=2N(C=C1)N=CC2 (5-chloro-pyrazolo[1,5-a]pyrimidine), COCCN (2-methoxy-ethylamine). Reaction conditions: temperature 65 celsius. Yields the product COCCNC1=NC=2N(C=C1)N=CC2 (N-(2-methoxyethyl)pyrazolo[1,5-a]pyrimidin-5-amine). The yield is 108.1%. RXN SMILES: Cl[C:2]1[CH:7]=[CH:6][N:5]2[N:8]=[CH:9][CH:10]=[C:4]2[N:3]=1.[CH3:11][O:12][CH2:13][CH2:14][NH2:15]>>[CH3:11][O:12][CH2:13][CH2:14][NH:15][C:2]1[CH:7]=[CH:6][N:5]2[N:8]=[CH:9][CH:10]=[C:4]2[N:3]=1. Procedure details: A stirred mixture of 5-chloro-pyrazolo[1,5-a]pyrimidine [29274-24-6], (525.5 mg, 3.4 mmol) and 2-methoxy-ethylamine (3.0 mL, 34.5 mmol) was heated to 65° C. for 17 h, cooled and partitioned between brine (pH adjusted to 8 with saturated aqueous sodium bicarbonate) and ethyl acetate. Extract was dried (MgSO4) and evaporated to yield 706.4 mg of light yellow solid. LRMS (ESI) m/z 193.1 [(M+H)]+, calc'd for C9H12N4O: 192.22. Starting materials: solution, [OH-].[Na+] (sodium hydroxide), FC(C1=CC=C(C(=O)Cl)C=C1)(F)F (4-(trifluoromethyl)benzoyl chloride), Cl.NCC(=O)C=1SC(=CC1)C (2-amino-1-(5-methylthienyl)ethanone hydrochloride), mixture, Cl.NCC(=O)C=1SC(=CC1)C (2-amino-1-(5-methylthienyl)ethanone hydrochloride). Solvent: C(Cl)Cl (methylene chloride). Run at time 3 day. Yields the product CC1=CC=C(S1)C(CNC(C1=CC=C(C=C1)C(F)(F)F)=O)=O (N-[2-(5-methylthienyl)-2-oxoethyl]-4-trifluoromethylbenzamide). Reaction SMILES: Cl.[NH2:2][CH2:3][C:4]([C:6]1[S:7][C:8]([CH3:11])=[CH:9][CH:10]=1)=[O:5].[F:12][C:13]([F:24])([F:23])[C:14]1[CH:22]=[CH:21][C:17]([C:18](Cl)=[O:19])=[CH:16][CH:15]=1.[OH-].[Na+]>C(Cl)Cl>[CH3:11][C:8]1[S:7][C:6]([C:4](=[O:5])[CH2:3][NH:2][C:18](=[O:19])[C:17]2[CH:21]=[CH:22][C:14]([C:13]([F:12])([F:23])[F:24])=[CH:15][CH:16]=2)=[CH:10][CH:9]=1 |f:0.1,3.4|. Procedure details: A stirred suspension of 2-amino-1-(5-methylthienyl)ethanone hydrochloride (3.0 g of a mixture containing approximately 60% 2-amino-1-(5-methylthienyl)ethanone hydrochloride) in methylene chloride (100 ml) was cooled in an ice bath. To this cold mixture was added 4-(trifluoromethyl)benzoyl chloride (2.8 g, 0.013 mole), followed by the slow addition of a 2N solution of sodium hydroxide (9.4 ml). After complete addition, the mixture was stirred at room temperature for three days. The mixture was wa... Reactants: FC(CN)(F)F (trifluoro ethylamine), CC(=O)O (AcOH), [BH-](OC(=O)C)(OC(=O)C)OC(=O)C.[Na+] (NaBH(OAc)3), BrC1=CC=C2CC3(C(C2=C1)=O)CCC(CC3)=O (6′-bromospiro[cyclohexane-1,2′-indene]-1′,4(3′H)-dione). Run in ClC(C)Cl (dichloroethane). Product: BrC1=CC=C2CC3(C(C2=C1)=O)CCC(CC3)NCC(F)(F)F (6′-bromo-4-(2,2,2-trifluoroethylamino)spiro[cyclohexane-1,2′-inden]-1′(3′H)-one). Isolated yield 16.8%. Reaction SMILES: [Br:1][C:2]1[CH:10]=[C:9]2[C:5]([CH2:6][C:7]3([CH2:16][CH2:15][C:14](=O)[CH2:13][CH2:12]3)[C:8]2=[O:11])=[CH:4][CH:3]=1.[F:18][C:19]([F:23])([F:22])[CH2:20][NH2:21].CC(O)=O.[BH-](OC(C)=O)(OC(C)=O)OC(C)=O.[Na+]>ClC(Cl)C>[Br:1][C:2]1[CH:10]=[C:9]2[C:5]([CH2:6][C:7]3([CH2:16][CH2:15][CH:14]([NH:21][CH2:20][C:19]([F:23])([F:22])[F:18])[CH2:13][CH2:12]3)[C:8]2=[O:11])=[CH:4][CH:3]=1 |f:3.4|. Procedure: In a 25 mL round bottom flask was placed 6′-bromospiro[cyclohexane-1,2′-indene]-1′,4(3′H)-dione (501 mg, 1.716 mmol) and it was dissolved in dichloroethane (5.7 mL). To this solution was added the trifluoro ethylamine (162 μL, 2.059 mmol), AcOH (124 μL, 2.059 mmol), and NaBH(OAc)3 (582 mg, 2.746 mmol) at last. The reaction was stirred at room temperature. When the reaction was completed it was quenched with saturated NaHCO3 (aq) (20 mL) and diluted with ethyl acetate (20 mL). The phases were sep...